This data is from the Open Reaction Database (ORD), a public repository of structured organic reaction records. The task is: describe an organic reaction: reactants, conditions, products, and yield RXN SMILES: [NH:1]1[CH:5]=[C:4]([CH2:6][N:7]2[C:13]3[CH:14]=[CH:15][CH:16]=[CH:17][C:12]=3[C:11]([C:18]3[CH:23]=[CH:22][CH:21]=[CH:20][C:19]=3[F:24])=[N:10][C@H:9]([NH:25][C:26]([C:28]3[NH:29][C:30]4[C:35]([CH:36]=3)=[CH:34][CH:33]=[CH:32][CH:31]=4)=[O:27])[C:8]2=[O:37])[N:3]=[CH:2]1.[C:38]([OH:47])(=[O:46])[C@@H:39]([C@H:41]([C:43]([OH:45])=[O:44])[OH:42])[OH:40]>CO>[C:43]([C@@H:41]([C@H:39]([C:38]([OH:47])=[O:46])[OH:40])[OH:42])([OH:45])=[O:44].[NH:1]1[CH:5]=[C:4]([CH2:6][N:7]2[C:13]3[CH:14]=[CH:15][CH:16]=[CH:17][C:12]=3[C:11]([C:18]3[CH:23]=[CH:22][CH:21]=[CH:20][C:19]=3[F:24])=[N:10][C@H:9]([NH:25][C:26]([C:28]3[NH:29][C:30]4[C:35]([CH:36]=3)=[CH:34][CH:33]=[CH:32][CH:31]=4)=[O:27])[C:8]2=[O:37])[N:3]=[CH:2]1 |f:3.4|. The solvent is CO (methanol). Product: C(=O)(O)[C@H](O)[C@@H](O)C(=O)O.N1C=NC(=C1)CN1C([C@H](N=C(C2=C1C=CC=C2)C2=C(C=CC=C2)F)NC(=O)C=2NC1=CC=CC=C1C2)=O ((3S)-1,3-dihydro-1-(4-imidazolylmethyl)-3-(2-indolylcarbonylamino)-5-(2-fluorophenyl)-2 H-1,4-benzodiazepine-2-one L-(+)-tartrate). Procedure details: To a solution of (3S)-1,3-dihydro-1-(4-imidazolylmethyl)-3-(2-indolylcarbonylamino)-5-(2-fluorophenyl)-2H-1,4-benzodiazepine-2-one (246 mg) in methanol (10 ml) was added L-(+)-tartaric acid (75.0 mg) at room temperature. After being stirred for several minutes, the mixture was concentrated to 2 ml. The resultant light yellow powder was collected by filtration, washed with diisopropyl ether twice and dried to give (3S)-1,3-dihydro-1-(4-imidazolylmethyl)-3-(2-indolylcarbonylamino)-5-(2-fluoropheny... The reactants are N1C=NC(=C1)CN1C([C@H](N=C(C2=C1C=CC=C2)C2=C(C=CC=C2)F)NC(=O)C=2NC1=CC=CC=C1C2)=O ((3S)-1,3-dihydro-1-(4-imidazolylmethyl)-3-(2-indolylcarbonylamino)-5-(2-fluorophenyl)-2H-1,4-benzodiazepine-2-one), C([C@H](O)[C@@H](O)C(=O)O)(=O)O (L-(+)-tartaric acid). The yield is 73.3%. The reactants are ClCC1=CC=C(C=C1)OCCCCC1=CC=CC=C1 (p-chloromethyl-(4-phenylbutoxy)benzene), C1(C=2C(C(N1)=O)=CC=CC2)=O.[K] (potassium phthalimide). Solvent: CN(C=O)C (N,N-dimethylformamide), C(C)(=O)OCC (ethyl acetate). Yields the product C1(=CC=CC=C1)CCCCOC1=CC=C(CN2C(C=3C(C2=O)=CC=CC3)=O)C=C1 (N-[p-(4-phenylbutoxy)benzyl]phthalimide). Isolated yield 109.9%. RXN SMILES: Cl[CH2:2][C:3]1[CH:8]=[CH:7][C:6]([O:9][CH2:10][CH2:11][CH2:12][CH2:13][C:14]2[CH:19]=[CH:18][CH:17]=[CH:16][CH:15]=2)=[CH:5][CH:4]=1.[C:20]1(=[O:30])[NH:24][C:23](=[O:25])[C:22]2=[CH:26][CH:27]=[CH:28][CH:29]=[C:21]12.[K]>CN(C)C=O.C(OCC)(=O)C>[C:14]1([CH2:13][CH2:12][CH2:11][CH2:10][O:9][C:6]2[CH:7]=[CH:8][C:3]([CH2:2][N:24]3[C:23](=[O:25])[C:22]4=[CH:26][CH:27]=[CH:28][CH:29]=[C:21]4[C:20]3=[O:30])=[CH:4][CH:5]=2)[CH:19]=[CH:18][CH:17]=[CH:16][CH:15]=1 |f:1.2,^1:30|. Procedure details: A solution of 1.20 g of p-chloromethyl-(4-phenylbutoxy)benzene and 1.15 g of potassium phthalimide in 20 ml of N,N-dimethylformamide was stirred at 100° C. for 3 hours. The reaction mixture was diluted with ethyl acetate, and the dilution was washed with three portions of water and then with saturated aqueous solution of sodium chloride, and dried over anhydrous magnesium sulfate. The solvent was distilled off under reduced pressure, and the residual solid was recrystallized from ethyl acetate t...